This data is from the Open Reaction Database (ORD), a public repository of structured organic reaction records. The task is: describe an organic reaction: reactants, conditions, products, and yield Solvent: O1CCOCC1 (dioxane). Reaction SMILES: [N:1]#[C:2]Br.[CH3:4][C:5]([C:8]1[CH:9]=[C:10]([CH:17]=[C:18]([C:21]([CH3:24])([CH3:23])[CH3:22])[C:19]=1[OH:20])[CH:11]=[CH:12][C:13]([NH:15][NH2:16])=[O:14])([CH3:7])[CH3:6].C(=O)(O)[O-].[Na+].O>O1CCOCC1>[NH2:1][C:2]1[O:14][C:13](/[CH:12]=[CH:11]/[C:10]2[CH:9]=[C:8]([C:5]([CH3:4])([CH3:6])[CH3:7])[C:19]([OH:20])=[C:18]([C:21]([CH3:24])([CH3:23])[CH3:22])[CH:17]=2)=[N:15][N:16]=1 |f:2.3|. The yield is 52.1%. Procedure: Cyanogen bromide (0.7 g, 0.0067 mole) is added to a solution of 3,5-bis(1,1-dimethylethyl)-4-hydroxycinnamic acid, hydrazide (1.9 g, 0.0067 mole) and sodium bicarbonate (0.56 g, 0.0067 mole) in dioxane (10 ml)/water (10 ml). The resulting mixture is stirred two hours at room temperature. The solution is concentrated to half volume in vacuo and the residue diluted with water. The resulting solid is filtered and recrystallized from ethyl acetate/hexane to provide 1.1 g (2.1 g theor., 52%) of (E)-4... Reactants: N#CBr (Cyanogen bromide), CC(C)(C)C=1C=C(C=CC(=O)NN)C=C(C1O)C(C)(C)C (3,5-bis(1,1-dimethylethyl)-4-hydroxycinnamic acid, hydrazide), C([O-])(O)=O.[Na+] (sodium bicarbonate), O (water). Product: NC1=NN=C(O1)/C=C/C1=CC(=C(C(=C1)C(C)(C)C)O)C(C)(C)C ((E)-4-[2-(5-amino-1,3,4-oxadiazole-2-yl)ethenyl]-2,6-bis(1,1-dimethylethyl)phenol). Run at time 2 hour. The reactants are [H-].[Al+3].[Li+].[H-].[H-].[H-] (lithium aluminum hydride), COCC1=NN(C=C1C(=O)OC)C1=NC(=CC=C1)C(F)(F)F (methyl 3-(methoxymethyl)-1-[6-(trifluoromethyl)pyridin-2-yl]-1H-pyrazole-4-carboxylate), COCC1=NN(C=C1C(=O)OC)C1=NC(=CC=C1)C(F)(F)F (methyl 3-(methoxymethyl)-1-[6-(trifluoromethyl)pyridin-2-yl]-1H-pyrazole-4-carboxylate), ice. Reagents/catalysts: [O-2].[O-2].[Mn+4] (manganese dioxide). The solvent is O1CCCC1 (tetrahydrofuran), C1(=CC=CC=C1)C (toluene), O1CCCC1 (tetrahydrofuran). Run at time 1 hour. Product: COCC1=NN(C=C1C=O)C1=NC(=CC=C1)C(F)(F)F (3-(methoxymethyl)-1-[6-(trifluoromethyl)pyridin-2-yl]-1H-pyrazole-4-carbaldehyde). Isolated yield 90.1%. RXN SMILES: [CH3:1][O:2][CH2:3][C:4]1[C:8]([C:9](OC)=[O:10])=[CH:7][N:6]([C:13]2[CH:18]=[CH:17][CH:16]=[C:15]([C:19]([F:22])([F:21])[F:20])[N:14]=2)[N:5]=1.[H-].[Al+3].[Li+].[H-].[H-].[H-]>O1CCCC1.C1(C)C=CC=CC=1.[O-2].[O-2].[Mn+4]>[CH3:1][O:2][CH2:3][C:4]1[C:8]([CH:9]=[O:10])=[CH:7][N:6]([C:13]2[CH:18]=[CH:17][CH:16]=[C:15]([C:19]([F:22])([F:20])[F:21])[N:14]=2)[N:5]=1 |f:1.2.3.4.5.6,9.10.11|. Procedure: A solution (10 mL) of methyl 3-(methoxymethyl)-1-[6-(trifluoromethyl)pyridin-2-yl]-1H-pyrazole-4-carboxylate (6.5 g) synthesized in the above-mentioned (1) in tetrahydrofuran was added to an ice-cooled solution (25 mL) of lithium aluminum hydride (0.79 g) in tetrahydrofuran. The ice bath was removed, and the reaction mixture was stirred at room temperature for 1 hr. The mixture was ice-cooled again, and water (2.0 mL), 1N aqueous sodium hydroxide solution (10.0 mL) and water (2.0 mL) were succes... The reactants are CO, O=[N+]([O-])c1ccc(Oc2cc(Cl)ncn2)cc1. Product: Nc1ccc(Oc2cc(Cl)ncn2)cc1. RXN SMILES: [CH3:18][OH:19].[Cl:1][c:2]1[n:3][cH:4][n:5][c:6]([O:8][c:9]2[cH:10][cH:11][c:12]([N+:15]([O-:16])=[O:17])[cH:13][cH:14]2)[cH:7]1>>[Cl:1][c:2]1[n:3][cH:4][n:5][c:6]([O:8][c:9]2[cH:10][cH:11][c:12]([NH2:15])[cH:13][cH:14]2)[cH:7]1.